From a dataset of the Open Reaction Database (ORD), a public repository of structured organic reaction records. describe an organic reaction: reactants, conditions, products, and yield The reactants are CC(C)(C)OC(=O)N1CC(O[Si](C)(C)C(C)(C)C)CCC1CCO, ClCCl, CS(=O)(=O)Cl, CS(=O)(=O)O, CCN(C(C)C)C(C)C, [H-], [Na+], N#Cc1ccc2c(c1)NC(=O)CO2, CN(C)C=O. Yields the product CC(C)(C)OC(=O)N1CC(O[Si](C)(C)C(C)(C)C)CCC1CCN1C(=O)COc2ccc(C#N)cc21. RXN SMILES: [C:1]([CH3:2])([CH3:3])([CH3:4])[O:5][C:6](=[O:7])[N:8]1[CH:9]([CH2:22][CH2:23][OH:24])[CH2:10][CH2:11][CH:12]([O:14][Si:15]([CH3:16])([CH3:17])[C:18]([CH3:19])([CH3:20])[CH3:21])[CH2:13]1.[CH2:59]([Cl:60])[Cl:61].[CH3:34][S:35](=[O:36])(=[O:37])[Cl:38].[CH3:54][S:55]([OH:56])(=[O:57])=[O:58].[CH:25]([N:26]([CH:27]([CH3:28])[CH3:29])[CH2:30][CH3:31])([CH3:32])[CH3:33].[H-:53].[Na+:52].[O:39]=[C:40]1[CH2:41][O:42][c:43]2[c:44]([cH:46][c:47]([C:50]#[N:51])[cH:48][cH:49]2)[NH:45]1.[O:62]=[CH:63][N:64]([CH3:65])[CH3:66]>>[C:1]([CH3:2])([CH3:3])([CH3:4])[O:5][C:6](=[O:7])[N:8]1[CH:9]([CH2:22][CH2:23][N:45]2[C:40](=[O:39])[CH2:41][O:42][c:43]3[c:44]2[cH:46][c:47]([C:50]#[N:51])[cH:48][cH:49]3)[CH2:10][CH2:11][CH:12]([O:14][Si:15]([CH3:16])([CH3:17])[C:18]([CH3:19])([CH3:20])[CH3:21])[CH2:13]1. RXN SMILES: [Cl:1][c:2]1[c:3](-[c:9]2[n:10][cH:11][cH:12][cH:13][cH:14]2)[cH:4][c:5]([NH2:6])[cH:7][cH:8]1.[n:15]1[c:16]([S:21](=[O:22])(=[O:23])[CH2:24][c:25]2[cH:26][cH:27][c:28]([C:29](=[O:30])[OH:31])[cH:32][cH:33]2)[cH:17][cH:18][cH:19][cH:20]1>>[Cl:1][c:2]1[c:3](-[c:9]2[n:10][cH:11][cH:12][cH:13][cH:14]2)[cH:4][c:5]([NH:6][C:29]([c:28]2[cH:27][cH:26][c:25]([CH2:24][S:21]([c:16]3[n:15][cH:20][cH:19][cH:18][cH:17]3)(=[O:22])=[O:23])[cH:33][cH:32]2)=[O:30])[cH:7][cH:8]1. Yields the product O=C(Nc1ccc(Cl)c(-c2ccccn2)c1)c1ccc(CS(=O)(=O)c2ccccn2)cc1. Reactants: Nc1ccc(Cl)c(-c2ccccn2)c1, O=C(O)c1ccc(CS(=O)(=O)c2ccccn2)cc1.